This data is from the Open Reaction Database (ORD), a public repository of structured organic reaction records. The task is: describe an organic reaction: reactants, conditions, products, and yield Starting materials: O=C(Cl)OCc1ccccc1, Cl, CC(N)CCCCC(=O)O, [Na+], [OH-], O. Product: CC(CCCCC(=O)O)NC(=O)OCc1ccccc1. RXN SMILES: [Cl:14][C:15](=[O:16])[O:17][CH2:18][c:19]1[cH:20][cH:21][cH:22][cH:23][cH:24]1.[ClH:1].[NH2:2][CH:3]([CH2:4][CH2:5][CH2:6][CH2:7][C:8](=[O:9])[OH:10])[CH3:11].[Na+:13].[OH-:12].[OH2:25]>>[NH:2]([CH:3]([CH2:4][CH2:5][CH2:6][CH2:7][C:8](=[O:9])[OH:10])[CH3:11])[C:15](=[O:16])[O:17][CH2:18][c:19]1[cH:20][cH:21][cH:22][cH:23][cH:24]1. Reactants: CC[S-], COc1cccc2cnc(NC3CCC(O)CC3)nc12, [Na+], CN(C)C=O. The product is Oc1cccc2cnc(NC3CCC(O)CC3)nc12. Reaction SMILES: [CH2:21]([S-:22])[CH3:23].[CH3:1][O:2][c:3]1[cH:4][cH:5][cH:6][c:7]2[cH:8][n:9][c:10]([NH:13][CH:14]3[CH2:15][CH2:16][CH:17]([OH:20])[CH2:18][CH2:19]3)[n:11][c:12]12.[Na+:24].[O:25]=[CH:26][N:27]([CH3:28])[CH3:29]>>[OH:2][c:3]1[cH:4][cH:5][cH:6][c:7]2[cH:8][n:9][c:10]([NH:13][CH:14]3[CH2:15][CH2:16][CH:17]([OH:20])[CH2:18][CH2:19]3)[n:11][c:12]12.